describe an organic reaction: reactants, conditions, products, and yield From a dataset of the Open Reaction Database (ORD), a public repository of structured organic reaction records. Starting materials: [BH3-]C#N, CC(=O)O, CO, CC(C)=NOCc1nc2c(N)nc(C)c(C)c2n1CCCCNC(=O)c1ccccc1, [Na+], C1CCOC1. Yields the product Cc1nc(N)c2nc(CONC(C)C)n(CCCCNC(=O)c3ccccc3)c2c1C. As a reaction SMILES: [C:1]([BH3-:2])#[N:3].[C:38]([OH:39])(=[O:40])[CH3:41].[CH3:36][OH:37].[NH2:5][c:6]1[n:7][c:8]([CH3:35])[c:9]([CH3:34])[c:10]2[c:11]1[n:12][c:13]([CH2:28][O:29][N:30]=[C:31]([CH3:32])[CH3:33])[n:14]2[CH2:15][CH2:16][CH2:17][CH2:18][NH:19][C:20]([c:21]1[cH:22][cH:23][cH:24][cH:25][cH:26]1)=[O:27].[Na+:4].[O:42]1[CH2:43][CH2:44][CH2:45][CH2:46]1>>[NH2:5][c:6]1[n:7][c:8]([CH3:35])[c:9]([CH3:34])[c:10]2[c:11]1[n:12][c:13]([CH2:28][O:29][NH:30][CH:31]([CH3:32])[CH3:33])[n:14]2[CH2:15][CH2:16][CH2:17][CH2:18][NH:19][C:20]([c:21]1[cH:22][cH:23][cH:24][cH:25][cH:26]1)=[O:27]. Reactants: ClC1=CC(=C(C=C1OC)C=1C(N(C(=CN1)C(F)(F)F)C)=O)F (3-(4-chloro-2-fluoro-5-methoxyphenyl)-1-methyl-6-trifluoromethyl-2-oxo-1,2-dihydropyrazine), ClC1=CC(=C(C=C1OC)C=1C(N(C(=CN1)C(F)(F)F)C)=O)F (3-(4-chloro-2-fluoro-5-methoxyphenyl)-1-methyl-6-trifluoromethyl-2-oxo-1,2-dihydropyrazine), Br (hydrobromic acid), O (water). Solvent: C(C)(=O)O (acetic acid). Reaction conditions: temperature 140 celsius, time 1 hour. Yields the product ClC1=CC(=C(C=C1O)C=1C(N(C(=CN1)C(F)(F)F)C)=O)F (3-(4-chloro-2-fluoro-5-hydroxyphenyl)-1-methyl-6-trifluoromethyl-2-oxo-1,2-dihydropyrazine). Isolated yield 79.3%. As a reaction SMILES: [Cl:1][C:2]1[C:7]([O:8]C)=[CH:6][C:5]([C:10]2[C:11](=[O:21])[N:12]([CH3:20])[C:13]([C:16]([F:19])([F:18])[F:17])=[CH:14][N:15]=2)=[C:4]([F:22])[CH:3]=1.Br.O>C(O)(=O)C>[Cl:1][C:2]1[C:7]([OH:8])=[CH:6][C:5]([C:10]2[C:11](=[O:21])[N:12]([CH3:20])[C:13]([C:16]([F:19])([F:18])[F:17])=[CH:14][N:15]=2)=[C:4]([F:22])[CH:3]=1. Procedure: A mixture of 2.04 g of 3-(4-chloro-2-fluoro-5-methoxyphenyl)-1-methyl-6-trifluoromethyl-2-oxo-1,2-dihydropyrazine (present compound 1-144) and 35 ml of 48% hydrobromic acid was dissolved in 12 ml of acetic acid, and the solution was stirred at 140° C. for 1 hour. After completion of the reaction, the reaction mixture was poured into water, followed by extraction with ethyl acetate. The organic layer was washed with saturated sodium hydrogencarbonate solution, water, and then saturated sodium chl... The reactants are ClC1=C(C(=O)O)C=CC=C1Cl (2,3-dichlorobenzoic acid), O.N (ammonia water). The reagents and catalysts are [Cu]Cl (copper(I) chloride). Run at temperature 130 celsius, time 20 hour. Product: NC1=C(C(=O)O)C=CC=C1Cl (2-amino-3-chlorobenzoic acid). Isolated yield 70.9%. RXN SMILES: Cl[C:2]1[C:10]([Cl:11])=[CH:9][CH:8]=[CH:7][C:3]=1[C:4]([OH:6])=[O:5].O.[NH3:13]>[Cu]Cl>[NH2:13][C:2]1[C:10]([Cl:11])=[CH:9][CH:8]=[CH:7][C:3]=1[C:4]([OH:6])=[O:5] |f:1.2|. Procedure: 30 g (157 mmol) of 2,3-dichlorobenzoic acid and 0.78 g (7.85 mmol) of copper(I) chloride were weighed into an autoclave, and 95.6 g (1570 mmol) of 28% ammonia water was added. The autoclave was sealed, and heated in an oil bath at 130° C. and 8 atmospheres for 20 hours. After the completion of the reaction, the autoclave was cooled to room temperature, and the reaction mixture was transferred into a reaction flask, and heated at 90° C. to remove the ammonia. Then, the reaction solution was coole... Starting materials: CCOC(=O)CCc1cn(Cc2ccc(OCc3ccc4ccccc4n3)nc2)nc1OCC, CCO, Cl, [Na+], C1CCOC1, [OH-]. The product is CCOc1nn(Cc2ccc(OCc3ccc4ccccc4n3)nc2)cc1CCC(=O)O. RXN SMILES: [CH2:1]([CH3:2])[O:3][c:4]1[n:5][n:6]([CH2:16][c:17]2[cH:18][n:19][c:20]([O:23][CH2:24][c:25]3[n:26][c:27]4[cH:28][cH:29][cH:30][cH:31][c:32]4[cH:33][cH:34]3)[cH:21][cH:22]2)[cH:7][c:8]1[CH2:9][CH2:10][C:11](=[O:12])[O:13][CH2:14][CH3:15].[CH3:43][CH2:44][OH:45].[ClH:42].[Na+:36].[O:37]1[CH2:38][CH2:39][CH2:40][CH2:41]1.[OH-:35]>>[CH2:1]([CH3:2])[O:3][c:4]1[n:5][n:6]([CH2:16][c:17]2[cH:18][n:19][c:20]([O:23][CH2:24][c:25]3[n:26][c:27]4[cH:28][cH:29][cH:30][cH:31][c:32]4[cH:33][cH:34]3)[cH:21][cH:22]2)[cH:7][c:8]1[CH2:9][CH2:10][C:11](=[O:12])[OH:13]. The reactants are C(C)(=O)O (acetic acid), S1C(=S)NC(=O)C1 (rhodanine), CC(=O)O (AcOH), ClC1=CC=C(CC=2C=C(SC2)C=O)C=C1 (4-(4-chlorobenzyl)thiophene-2-carbaldehyde), C(C)(=O)[O-].[Na+] (sodium acetate). Solvent: O (water). Run at temperature 80 celsius. Yields the product ClC1=CC=C(CC=2C=C(SC2)C=C2C(NC(S2)=S)=O)C=C1 (5-((4-(4-chlorobenzyl)thiophen-2-yl)methylene)-2-thioxothiazolidin-4-one). The yield is 81.0%. As a reaction SMILES: C(O)(=O)C.[Cl:5][C:6]1[CH:19]=[CH:18][C:9]([CH2:10][C:11]2[CH:12]=[C:13]([CH:16]=O)[S:14][CH:15]=2)=[CH:8][CH:7]=1.[S:20]1[CH2:26][C:24](=[O:25])[NH:23][C:21]1=[S:22].C([O-])(=O)C.[Na+]>O>[Cl:5][C:6]1[CH:19]=[CH:18][C:9]([CH2:10][C:11]2[CH:12]=[C:13]([CH:16]=[C:26]3[S:20][C:21](=[S:22])[NH:23][C:24]3=[O:25])[S:14][CH:15]=2)=[CH:8][CH:7]=1 |f:3.4|. Procedure details: To a 20-mL scintillation vial fitted with a magnetic stir bar was added 3 mL of glacial acetic acid (AcOH). The vial was capped tightly and heated to 80° C. To the hot AcOH was added 4-(4-chlorobenzyl)thiophene-2-carbaldehyde (example 1.1.a); 0.37 g, 1.56 mmol, 1 equiv) and rhodanine (0.23 g, 1.7 mmol, 1.1 equiv) with stirring until a solution was formed. To the mixture was then added anhydrous sodium acetate (0.45 g, 5.5 mmol, 3.5 equiv), and the vial was capped tightly and heated to 110° C. fo... The reactants are Dichlorodicyanoquinone, BrC=1C=C2C(=NC(=NN2C1)SC)Cl (6-Bromo-4-chloro-2-methylsulfanyl-pyrrolo[2,1-f][1,2,4]triazine), C(Cl)Cl (Methylene chloride), [BH4-].[Na+] (Sodium borohydride). Run in C(C)(C)O (Isopropyl alcohol). Reaction conditions: temperature 60 celsius, time 30 minute. Yields the product BrC=1C=C2C=NC(=NN2C1)SC (6-Bromo-2-methylsulfanyl-pyrrolo[2,1-f][1,2,4]triazine). As a reaction SMILES: [Br:1][C:2]1[CH:3]=[C:4]2[N:9]([CH:10]=1)[N:8]=[C:7]([S:11][CH3:12])[N:6]=[C:5]2Cl.[BH4-].[Na+].C(Cl)Cl>C(O)(C)C>[Br:1][C:2]1[CH:3]=[C:4]2[N:9]([CH:10]=1)[N:8]=[C:7]([S:11][CH3:12])[N:6]=[CH:5]2 |f:1.2|. Procedure: Into a round bottom flask, 6-Bromo-4-chloro-2-methylsulfanyl-pyrrolo[2,1-f][1,2,4]triazine (6.00 g, 21.5 mmoles) was suspended in Isopropyl alcohol (69 mL) at 55° C. Sodium borohydride (1.71 g, 0.0452 mol) was added and heated at 60° C. for 3 hours. The reaction was allowed to cool to RT. The solid was filtered and washed with DCM. The solvent was removed under vacuum to a viscous oil. Methylene chloride (100 mL, 2 mol) was added to the viscous oil. Dichlorodicyanoquinone (5.38 g, 0.0237 mol) wa... Starting materials: F[B-](F)(F)F.C(C)[O+](CC)CC (triethyloxonium tetrafluoroborate), C(=O)(OC(C)(C)C)N[C@@H](C)C(=O)N ((S)-Boc-alaninamide), FC=1C=CC(=C(C1)NC1=NC=CC=C1)[N+](=O)[O-] ((5-Fluoro-2-nitrophenyl)pyridin-2-yl-amine). The solvent is C(Cl)Cl (DCM). Conditions: time 2 hour. Yields the product C(C)(C)(C)OC(N[C@@H](C)C1=NC2=C(N1C1=NC=CC=C1)C=C(C=C2)F)=O ([(S)-1-(6-Fluoro-1-pyridin-2-yl-1H-benzoimidazol-2-yl)ethyl]carbamic acid tert-butyl ester). Yield: 0.1%. As a reaction SMILES: [C:1]([NH:8][C@H:9]([C:11](N)=O)[CH3:10])([O:3][C:4]([CH3:7])([CH3:6])[CH3:5])=[O:2].F[B-](F)(F)F.C([O+](CC)CC)C.[F:26][C:27]1[CH:28]=[CH:29][C:30]([N+:40]([O-])=O)=[C:31]([NH:33][C:34]2[CH:39]=[CH:38][CH:37]=[CH:36][N:35]=2)[CH:32]=1>C(Cl)Cl>[C:4]([O:3][C:1](=[O:2])[NH:8][C@H:9]([C:10]1[N:33]([C:34]2[CH:39]=[CH:38][CH:37]=[CH:36][N:35]=2)[C:31]2[CH:32]=[C:27]([F:26])[CH:28]=[CH:29][C:30]=2[N:40]=1)[CH3:11])([CH3:7])([CH3:6])[CH3:5] |f:1.2|. Reported procedure: (Prep 2) To a suspension of (S)-Boc-alaninamide (79.4 g, 0.42 mol) in DCM (750 mL) was added triethyloxonium tetrafluoroborate (69.5 g, 0.37 mol) and the reaction mixture stirred at RT for 2 h, during which the solids dissolved. The reaction mixture was concentrated in vacuo and the residue dissolved in ethanol (750 mL). (5-Fluoro-2-nitrophenyl)pyridin-2-yl-amine (57.1 g, 0.28 mol) was added and the reaction heated at 70° C. for 1 h. The reaction mixture was concentrated in vacuo, the residue di...